From a dataset of the Open Reaction Database (ORD), a public repository of structured organic reaction records. describe an organic reaction: reactants, conditions, products, and yield Starting materials: CN(C)C=Nc1ncc(C(=O)NC2CC2)s1, [NH4+], [OH-]. The product is Nc1ncc(C(=O)NC2CC2)s1. RXN SMILES: [CH:1]1([NH:4][C:5](=[O:6])[c:7]2[cH:8][n:9][c:10]([N:12]=[CH:13][N:14]([CH3:15])[CH3:16])[s:11]2)[CH2:2][CH2:3]1.[NH4+:18].[OH-:17]>>[CH:1]1([NH:4][C:5](=[O:6])[c:7]2[cH:8][n:9][c:10]([NH2:12])[s:11]2)[CH2:2][CH2:3]1. The reactants are COC(CC1=CNC2=CC=CC=C12)=O ((1H-Indol-3-yl)-acetic acid methyl ester), [H-].[Na+] (sodium hydride), C[Si](C)(C)CCOCCl (SEMCl). Solvent: CS(=O)C (DMSO), CN(C)C=O (DMF). Conditions: temperature 0 celsius, time 30 minute. The product is COC(CC1=CN(C2=CC=CC=C12)COCC[Si](C)(C)C)=O ([1-(2-trimethylsilanyl-ethoxymethyl)-1H-indol-3yl]-acetic acid methyl ester). The yield is 65.0%. As a reaction SMILES: [H-].[Na+].[CH3:3][O:4][C:5](=[O:16])[CH2:6][C:7]1[C:15]2[C:10](=[CH:11][CH:12]=[CH:13][CH:14]=2)[NH:9][CH:8]=1.[CH3:17][Si:18]([CH2:21][CH2:22][O:23][CH2:24]Cl)([CH3:20])[CH3:19]>CN(C=O)C.CS(C)=O>[CH3:3][O:4][C:5](=[O:16])[CH2:6][C:7]1[C:15]2[C:10](=[CH:11][CH:12]=[CH:13][CH:14]=2)[N:9]([CH2:24][O:23][CH2:22][CH2:21][Si:18]([CH3:20])([CH3:19])[CH3:17])[CH:8]=1 |f:0.1|. Reported procedure: To a suspension of sodium hydride (326 mg, 8.10 mmol) in DMF (13 mL) at 0° C. was added a solution of (1H-Indol-3-yl)-acetic acid methyl ester (1.0 g, 5.3 mmol) in DMSO (3 mL). The mixture was stirred at 0° C. for 30 min and then at rt for 1 h. The reaction mixture was cooled back down to 0° C., and SEMCl (1.35 mL, 8.41 mmol) was added neat. The reaction mixture was stirred at 0° C. for 15 min and then at rt for 1 h. The reaction mixture was then partitioned between water (200 mL) and diethyl et...